The task is: describe an organic reaction: reactants, conditions, products, and yield. This data is from the Open Reaction Database (ORD), a public repository of structured organic reaction records. The reactants are O=C([O-])O, C=CCBr, CN(C)C=O, [Na+], COc1cc2c(cc1O)CC1NCCc3cc(OC)c(O)c-2c31. Product: C=CCN1CCc2cc(OC)c(O)c3c2C1Cc1cc(O)c(OC)cc1-3. RXN SMILES: [C:24](=[O:25])([OH:26])[O-:27].[CH2:29]([CH:30]=[CH2:31])[Br:32].[CH3:33][N:34]([CH3:35])[CH:36]=[O:37].[Na+:28].[OH:1][c:2]1[c:3]([O:22][CH3:23])[cH:4][c:5]2[c:14]3[c:13]1-[c:12]1[c:11]([cH:18][c:17]([OH:19])[c:16]([O:20][CH3:21])[cH:15]1)[CH2:10][CH:9]3[NH:8][CH2:7][CH2:6]2>>[OH:1][c:2]1[c:3]([O:22][CH3:23])[cH:4][c:5]2[c:14]3[c:13]1-[c:12]1[c:11]([cH:18][c:17]([OH:19])[c:16]([O:20][CH3:21])[cH:15]1)[CH2:10][CH:9]3[N:8]([CH2:31][CH:30]=[CH2:29])[CH2:7][CH2:6]2.